From a dataset of the Open Reaction Database (ORD), a public repository of structured organic reaction records. describe an organic reaction: reactants, conditions, products, and yield Reactants: [BH4-].[Na+] (sodium borohydride), Cl (hydrochloric acid), CC(=O)C (acetone), Br.N=C1SCCN1CC(=O)C=1C=C(NC(C)=O)C=CC1 (3'-[(2-Imino-3-thiazolidinyl)acetyl]acetanilide hydrobromide), [BH4-].[Na+] (sodium borohydride), Cl (hydrochloride). Solvent: C(C)O (ethanol). Conditions: time 40 minute. The product is Cl.OC(CN1C(SCC1)=N)C=1C=C(NC(C)=O)C=CC1 (3'-[1-Hydroxy-2-(2-imino-3-thiazolidinyl)ethyl]-acetanilide hydrochloride). Reaction SMILES: Br.[NH:2]=[C:3]1[N:7]([CH2:8][C:9]([C:11]2[CH:12]=[C:13]([CH:18]=[CH:19][CH:20]=2)[NH:14][C:15](=[O:17])[CH3:16])=[O:10])[CH2:6][CH2:5][S:4]1.[BH4-].[Na+].[ClH:23].CC(C)=O>C(O)C>[ClH:23].[OH:10][CH:9]([C:11]1[CH:12]=[C:13]([CH:18]=[CH:19][CH:20]=1)[NH:14][C:15](=[O:17])[CH3:16])[CH2:8][N:7]1[CH2:6][CH2:5][S:4][C:3]1=[NH:2] |f:0.1,2.3,7.8|. Procedure details: To a stirred slurry of 63.47 g. (0.177 mole) of 3'-[(2-imino-3-thiazolidinyl)acetyl]acetanilide hydrobromide (Example 3) in 1 liter of 95% ethanol, maintained at 5° C., is added 5.70 g. (0.15 mole) of sodium borohydride. After stirring 40 minutes an additional 4.10 g. of sodium borohydride is added and the mixture is acidified with hydrochloric acid and evaporated under reduced pressure. The residue is partitioned between chloroform and dilute aqueous ammonium hydroxide. Two further chloroform e... The reactants are [OH-].[Na+] (Sodium hydroxide), C(C)OC(CC1=CC(=C(C=C1)Cl)OC1=C(C=C(C=C1)S(=O)(=O)C)Cl)=O (ethyl{4-chloro-3-[2-chloro-4-(methylsulfonyl)phenoxy]phenyl}acetate). The solvent is O (water), C1CCOC1 (THF). Reaction conditions: time 8 hour. The product is ClC1=C(C=C(C=C1)CC(=O)O)OC1=C(C=C(C=C1)S(=O)(=O)C)Cl ({4-chloro-3-[2-chloro-4-(methylsulfonyl)phenoxy]phenyl}acetic acid). Yield: 77.6%. Reaction SMILES: [OH-].[Na+].C([O:5][C:6](=[O:27])[CH2:7][C:8]1[CH:13]=[CH:12][C:11]([Cl:14])=[C:10]([O:15][C:16]2[CH:21]=[CH:20][C:19]([S:22]([CH3:25])(=[O:24])=[O:23])=[CH:18][C:17]=2[Cl:26])[CH:9]=1)C>O.C1COCC1>[Cl:14][C:11]1[CH:12]=[CH:13][C:8]([CH2:7][C:6]([OH:27])=[O:5])=[CH:9][C:10]=1[O:15][C:16]1[CH:21]=[CH:20][C:19]([S:22]([CH3:25])(=[O:23])=[O:24])=[CH:18][C:17]=1[Cl:26] |f:0.1|. Reported procedure: Sodium hydroxide (0.72 g) in water (40 ml) was added to the product from step (v) (3.6 g) in THF (40 ml) and stirred at RT overnight. The reaction was quenched with 2M HCl, extracted with EtOAc, dried (MgSO4) and evaporated under reduced pressure. The residue was recrystallised from EtOAc/isohexane to give the subtitle compound (2.6 g). Reactants: NC1=NN(C=C1C1=C(OC2=CC(=C(C=C2Cl)S(=O)(=O)N(C=2N=NC=CC2)COC)F)C=CC(=C1)Cl)C1OCCCC1 (4-{2-[3-amino-1-(tetrahydro-2H-pyran-2-yl)-1H-pyrazol-4-yl]-4-chlorophenoxy}-5-chloro-2-fluoro-N-(methoxymethyl)-N-pyridazin-3-ylbenzenesulfonamide), NC1=NN(C=C1C1=C(OC2=CC(=C(C=C2Cl)S(=O)(=O)/N=C\2/N(N=CC=C2)COC)F)C=CC(=C1)Cl)C1OCCCC1 (4-{2-[3-amino-1-(tetrahydro-2H-pyran-2-yl)-1H-pyrazol-4-yl]-4-chlorophenoxy}-5-chloro-2-fluoro-N-[(3E)-2-(methoxymethyl)pyridazin-3(2H)-ylidene]benzenesulfonamide). Product: NC1=NNC=C1C1=C(OC2=CC(=C(C=C2Cl)S(=O)(=O)NC=2N=NC=CC2)F)C=CC(=C1)Cl (4-[2-(3-amino-1H-pyrazol-4-yl)-4-chlorophenoxy]-5-chloro-2-fluoro-N-pyridazin-3-ylbenzenesulfonamide). RXN SMILES: [NH2:1][C:2]1[C:6]([C:7]2[CH:34]=[C:33]([Cl:35])[CH:32]=[CH:31][C:8]=2[O:9][C:10]2[C:15]([Cl:16])=[CH:14][C:13]([S:17]([N:20](COC)[C:21]3[N:22]=[N:23][CH:24]=[CH:25][CH:26]=3)(=[O:19])=[O:18])=[C:12]([F:30])[CH:11]=2)=[CH:5][N:4](C2CCCCO2)[N:3]=1.NC1C(C2C=C(Cl)C=CC=2OC2C(Cl)=CC(S(/N=C3/N(COC)N=CC=C/3)(=O)=O)=C(F)C=2)=CN(C2CCCCO2)N=1>>[NH2:1][C:2]1[C:6]([C:7]2[CH:34]=[C:33]([Cl:35])[CH:32]=[CH:31][C:8]=2[O:9][C:10]2[C:15]([Cl:16])=[CH:14][C:13]([S:17]([NH:20][C:21]3[N:22]=[N:23][CH:24]=[CH:25][CH:26]=3)(=[O:19])=[O:18])=[C:12]([F:30])[CH:11]=2)=[CH:5][NH:4][N:3]=1. Procedure details: The title compound was prepared according to the procedure in Example 1036 using 4-{2-[3-amino-1-(tetrahydro-2H-pyran-2-yl)-1H-pyrazol-4-yl]-4-chlorophenoxy}-5-chloro-2-fluoro-N-(methoxymethyl)-N-pyridazin-3-ylbenzenesulfonamide and 4-{2-[3-amino-1-(tetrahydro-2H-pyran-2-yl)-1H-pyrazol-4-yl]-4-chlorophenoxy}-5-chloro-2-fluoro-N-[(3E)-2-(methoxymethyl)pyridazin-3(2H)-ylidene]benzenesulfonamide (Preparation 891). Starting materials: FC(C(=O)O)(F)F.C1(CCC1)NC(=O)[C@H]1NCCC1 ((S)-Pyrrolidine-2-carboxylic acid cyclobutylamide trifluoroacetate), C(C)OC(=O)N1CCN(CC1)C([C@H](CC(=O)OC(C)(C)C)NC(=O)C1=NC2=CC(=CC=C2C(=C1)O[C@H](C)C(=O)O)C)=O (4-((S)-3-tert-Butoxycarbonyl-2-{[4-((R)-1-carboxy-ethoxy)-7-methyl-quinoline-2-carbonyl]-amino}-propionyl)-piperazine-1-carboxylic acid ethyl ester), C(CCl)Cl (EDC), FC1=C(C(=C(C(=C1O)F)F)F)F (pentafluorophenol). The solvent is C(Cl)Cl (DCM), C(Cl)Cl (DCM), O (water). Conditions: time 2 hour. Product: C(C)OC(=O)N1CCN(CC1)C([C@H](CC(=O)OC(C)(C)C)NC(=O)C1=NC2=CC(=CC=C2C(=C1)O[C@@H](C(=O)N1[C@@H](CCC1)C(NC1CCC1)=O)C)C)=O (4-[(S)-3-tert-Butoxycarbonyl-2-({4-[(R)-2-((S)-2-cyclobutylcarbamoyl-pyrrolidin-1-yl)-1-methyl-2-oxo-ethoxy]-7-methyl-quinoline-2-carbonyl}-amino)-propionyl]-piperazine-1-carboxylic acid ethyl ester). RXN SMILES: [CH2:1]([O:3][C:4]([N:6]1[CH2:11][CH2:10][N:9]([C:12](=[O:42])[C@@H:13]([NH:22][C:23]([C:25]2[CH:34]=[C:33]([O:35][C@@H:36]([C:38]([OH:40])=O)[CH3:37])[C:32]3[C:27](=[CH:28][C:29]([CH3:41])=[CH:30][CH:31]=3)[N:26]=2)=[O:24])[CH2:14][C:15]([O:17][C:18]([CH3:21])([CH3:20])[CH3:19])=[O:16])[CH2:8][CH2:7]1)=[O:5])[CH3:2].C(Cl)CCl.FC1C(O)=C(F)C(F)=C(F)C=1F.FC(F)(F)C(O)=O.[CH:66]1([NH:70][C:71]([C@@H:73]2[CH2:77][CH2:76][CH2:75][NH:74]2)=[O:72])[CH2:69][CH2:68][CH2:67]1>C(Cl)Cl.O>[CH2:1]([O:3][C:4]([N:6]1[CH2:11][CH2:10][N:9]([C:12](=[O:42])[C@@H:13]([NH:22][C:23]([C:25]2[CH:34]=[C:33]([O:35][C@H:36]([CH3:37])[C:38]([N:74]3[CH2:75][CH2:76][CH2:77][C@H:73]3[C:71](=[O:72])[NH:70][CH:66]3[CH2:67][CH2:68][CH2:69]3)=[O:40])[C:32]3[C:27](=[CH:28][C:29]([CH3:41])=[CH:30][CH:31]=3)[N:26]=2)=[O:24])[CH2:14][C:15]([O:17][C:18]([CH3:20])([CH3:19])[CH3:21])=[O:16])[CH2:8][CH2:7]1)=[O:5])[CH3:2] |f:3.4|. Reported procedure: To a solution of 121 mg of 4-((S)-3-tert-Butoxycarbonyl-2-{[4-((R)-1-carboxy-ethoxy)-7-methyl-quinoline-2-carbonyl]-amino}-propionyl)-piperazine-1-carboxylic acid ethyl ester in 1 ml of DCM, 43 mg of EDC, 43 mg of pentafluorophenol and 27 mg of NEM was added and the reaction mixture was stirred for 2 h. Then, 67 mg of (S)-Pyrrolidine-2-carboxylic acid cyclobutylamide trifluoroacetate and 20 mg of NEM in 2 ml of DCM was added. After 1 h the reaction mixture was diluted with water. After filtratio... Reactants: C(C)(C)NC=1C=CC=C2C1CCO2 (N-isopropyl-2,3-dihydro-4-benzofuranamine), [N-]=C=O.[Na+] (sodium isocyanate). The solvent is C(C)(=O)O (acetic acid). Run at time 15 hour. Product: C(C)(C)N(C(=O)N)C1=CC=CC2=C1CCO2 (1-isopropyl-1-(2,3-dihydro-4-benzofuranyl) urea). As a reaction SMILES: [CH:1]([NH:4][C:5]1[CH:6]=[CH:7][CH:8]=[C:9]2[O:13][CH2:12][CH2:11][C:10]=12)([CH3:3])[CH3:2].[N-:14]=[C:15]=[O:16].[Na+]>C(O)(=O)C>[CH:1]([N:4]([C:5]1[C:10]2[CH2:11][CH2:12][O:13][C:9]=2[CH:8]=[CH:7][CH:6]=1)[C:15]([NH2:14])=[O:16])([CH3:3])[CH3:2] |f:1.2|. Procedure details: To a solution of 7.4 g. of N-isopropyl-2,3-dihydro-4-benzofuranamine in 200 ml. of glacial acetic acid, cooled to 15°± 5°C. is added 2.5 g. of sodium isocyanate. The mixture is stirred at room temperature for 15 hours and then concentrated in vacuo. The residue is treated with 150 ml. of 2N sodium hydroxide and then extracted with chloroform. The chloroform extract is dried with anhydrous magnesium sulfate, filtered and concentrated in vacuo to give an oil of 1-isopropyl-1-(2,3-dihydro-4-benzofu...